The task is: describe an organic reaction: reactants, conditions, products, and yield. This data is from the Open Reaction Database (ORD), a public repository of structured organic reaction records. Reactants: FC1=C(CN2C(C(C3=CC=CC=C23)=O)=O)C=CC(=C1)C=1C=NN(C1)C (1-(2-Fluoro-4-(1-methyl-1H-pyrazol-4-yl)benzyl)indoline-2,3-dione), FCS(=O)(=O)C1=CC=CC=C1 (((fluoromethyl)sulfonyl)benzene), C[Si]([N-][Si](C)(C)C)(C)C.[Li+] (Lithium hexamethyldisilazide). The solvent is C1CCOC1 (THF). Run at temperature -78 celsius. Yields the product FC(C1(C(N(C2=CC=CC=C12)CC1=C(C=C(C=C1)C=1C=NN(C1)C)F)=O)O)S(=O)(=O)C1=CC=CC=C1 (3-(fluoro(phenylsulfonyl)methyl)-1-(2-fluoro-4-(1-methyl-1H-pyrazol-4-yl)benzyl)-3-hydroxyindolin-2-one). RXN SMILES: [F:1][C:2]1[CH:19]=[C:18]([C:20]2[CH:21]=[N:22][N:23]([CH3:25])[CH:24]=2)[CH:17]=[CH:16][C:3]=1[CH2:4][N:5]1[C:13]2[C:8](=[CH:9][CH:10]=[CH:11][CH:12]=2)[C:7](=[O:14])[C:6]1=[O:15].[F:26][CH2:27][S:28]([C:31]1[CH:36]=[CH:35][CH:34]=[CH:33][CH:32]=1)(=[O:30])=[O:29].C[Si](C)(C)[N-][Si](C)(C)C.[Li+]>C1COCC1>[F:26][CH:27]([S:28]([C:31]1[CH:32]=[CH:33][CH:34]=[CH:35][CH:36]=1)(=[O:29])=[O:30])[C:7]1([OH:14])[C:8]2[C:13](=[CH:12][CH:11]=[CH:10][CH:9]=2)[N:5]([CH2:4][C:3]2[CH:16]=[CH:17][C:18]([C:20]3[CH:21]=[N:22][N:23]([CH3:25])[CH:24]=3)=[CH:19][C:2]=2[F:1])[C:6]1=[O:15] |f:2.3|. Procedure details: 1-(2-Fluoro-4-(1-methyl-1H-pyrazol-4-yl)benzyl)indoline-2,3-dione (1 g, 3.0 mmol) was added to a flame-dried round bottom flask with stir bar and dissolved in THF (30 mL). Next, ((fluoromethyl)sulfonyl)benzene (780 mg, 4.5 mmol) was added, and the mixture was cooled to −78° C. Lithium hexamethyldisilazide (1M in THF, 4.5 mL, 4.5 mmol) was added dropwise to the cooled solution, and the mixture was allowed to gradually warm to room temperature overnight. The reaction was quenched by addition of ex... The reactants are O=C1CCC(=O)N1Br, CC#N, COCc1csc(N)n1. The product is COCc1nc(N)sc1Br. Reaction SMILES: [Br:10][N:11]1[C:12](=[O:13])[CH2:14][CH2:15][C:16]1=[O:17].[CH3:18][C:19]#[N:20].[CH3:1][O:2][CH2:3][c:4]1[n:5][c:6]([NH2:9])[s:7][cH:8]1>>[CH3:1][O:2][CH2:3][c:4]1[n:5][c:6]([NH2:9])[s:7][c:8]1[Br:10]. Starting materials: CCN(C(C)C)C(C)C, ClCCl, O=C(O)C1(c2ccc(Cl)cc2)CCC1, OCC1CCCNC1. Product: O=C(N1CCCC(CO)C1)C1(c2ccc(Cl)cc2)CCC1. As a reaction SMILES: [CH:23]([N:24]([CH:25]([CH3:26])[CH3:27])[CH2:28][CH3:29])([CH3:30])[CH3:31].[Cl:32][CH2:33][Cl:34].[Cl:9][c:10]1[cH:11][cH:12][c:13]([C:16]2([C:20](=[O:21])[OH:22])[CH2:17][CH2:18][CH2:19]2)[cH:14][cH:15]1.[NH:1]1[CH2:2][CH:3]([CH2:7][OH:8])[CH2:4][CH2:5][CH2:6]1>>[N:1]1([C:20]([C:16]2([c:13]3[cH:12][cH:11][c:10]([Cl:9])[cH:15][cH:14]3)[CH2:17][CH2:18][CH2:19]2)=[O:21])[CH2:2][CH:3]([CH2:7][OH:8])[CH2:4][CH2:5][CH2:6]1. Reactants: COC(=O)c1cc(Br)c(Cl)s1, O=C([O-])[O-], CCn1nccc1B1OC(C)(C)C(C)(C)O1, C1CCOC1, [Na+], [Na+]. Yields the product CCn1nccc1-c1cc(C(=O)OC)sc1Cl. As a reaction SMILES: [Br:1][c:2]1[cH:3][c:4]([C:8](=[O:9])[O:10][CH3:11])[s:5][c:6]1[Cl:7].[C:12](=[O:13])([O-:14])[O-:15].[CH2:18]([CH3:19])[n:20]1[n:21][cH:22][cH:23][c:24]1[B:25]1[O:26][C:27]([CH3:28])([CH3:29])[C:30]([CH3:31])([CH3:32])[O:33]1.[CH2:34]1[O:35][CH2:36][CH2:37][CH2:38]1.[Na+:16].[Na+:17]>>[c:2]1(-[c:24]2[n:20]([CH2:18][CH3:19])[n:21][cH:22][cH:23]2)[cH:3][c:4]([C:8](=[O:9])[O:10][CH3:11])[s:5][c:6]1[Cl:7]. RXN SMILES: [C:1](#[N:2])[c:3]1[cH:4][c:5]([O:19][CH3:20])[c:6]([O:9][S:10]([c:11]2[cH:12][cH:13][cH:14][cH:15][cH:16]2)(=[O:17])=[O:18])[cH:7][cH:8]1.[CH2:21]([CH3:22])[N:23]([CH2:24][C:25]#[CH:26])[CH2:27][CH3:28].[CH3:29][CH2:30][CH2:31][CH2:32][CH2:33][CH2:34][CH3:35].[CH3:36][CH2:37][O:38][C:39]([CH3:40])=[O:41]>>[C:1](#[N:2])[c:3]1[cH:4][c:5]([O:19][CH3:20])[c:6]([C:26]#[C:25][CH2:24][N:23]([CH2:21][CH3:22])[CH2:27][CH3:28])[cH:7][cH:8]1. The reactants are COc1cc(C#N)ccc1OS(=O)(=O)c1ccccc1, C#CCN(CC)CC, CCCCCCC, CCOC(C)=O. Yields the product CCN(CC)CC#Cc1ccc(C#N)cc1OC.